This data is from the Open Reaction Database (ORD), a public repository of structured organic reaction records. The task is: describe an organic reaction: reactants, conditions, products, and yield The reactants are C(C)(C)(C)OC(=O)N[C@H]1C[C@@H]([C@H](C1)C1=CC=CC=C1)CN1CCC(CC1)N(CC=C)C(=O)OCC1=CC=C(C=C1)[N+](=O)[O-] (1-(R)-((t-butoxycarbonyl)amino)-3-(S)-((4-(N-(4-nitrobenzyloxycarbonyl)-N-(allyl)amino)piperidin-1-yl)methyl)-4-(S)-phenylcyclopentane), FC=1C=C(C(=O)Cl)C=CC1 (3-fluorobenzoyl chloride). Yields the product FC=1C=C(C=CC1)C(=O)N[C@H]1C[C@@H]([C@H](C1)C1=CC=CC=C1)CN1CCC(CC1)N(CC=C)C(=O)OCC1=CC=C(C=C1)[N+](=O)[O-] (1-(R)-((3-Fluorophenylcarbonyl)amino)-3-(S)-((4-(N-(4-nitrobenzyloxycarbonyl)-N-(allyl)amino)piperidin-1-yl)methyl)-4-(S)-phenylcyclopentane). Reaction SMILES: C(O[C:6]([NH:8][C@@H:9]1[CH2:13][C@H:12]([C:14]2[CH:19]=[CH:18][CH:17]=[CH:16][CH:15]=2)[C@@H:11]([CH2:20][N:21]2[CH2:26][CH2:25][CH:24]([N:27]([C:31]([O:33][CH2:34][C:35]3[CH:40]=[CH:39][C:38]([N+:41]([O-:43])=[O:42])=[CH:37][CH:36]=3)=[O:32])[CH2:28][CH:29]=[CH2:30])[CH2:23][CH2:22]2)[CH2:10]1)=[O:7])(C)(C)C.[F:44][C:45]1[CH:46]=[C:47]([CH:51]=[CH:52][CH:53]=1)C(Cl)=O>>[F:44][C:45]1[CH:53]=[C:52]([C:6]([NH:8][C@@H:9]2[CH2:13][C@H:12]([C:14]3[CH:19]=[CH:18][CH:17]=[CH:16][CH:15]=3)[C@@H:11]([CH2:20][N:21]3[CH2:22][CH2:23][CH:24]([N:27]([C:31]([O:33][CH2:34][C:35]4[CH:40]=[CH:39][C:38]([N+:41]([O-:43])=[O:42])=[CH:37][CH:36]=4)=[O:32])[CH2:28][CH:29]=[CH2:30])[CH2:25][CH2:26]3)[CH2:10]2)=[O:7])[CH:51]=[CH:47][CH:46]=1. Procedure details: Using essentially the same procedure as in Example 16, Step A and B but substituting 1-(R)-((t-butoxycarbonyl)amino)-3-(S)-((4-(N-(4-nitrobenzyloxycarbonyl)-N-(allyl)amino)piperidin-1-yl)methyl)-4-(S)-phenylcyclopentane from Example 34 in Step A and 3-fluorobenzoyl chloride in Step B, the title compound was prepared.